This data is from the Open Reaction Database (ORD), a public repository of structured organic reaction records. The task is: describe an organic reaction: reactants, conditions, products, and yield Starting materials: C(C)(=O)C=1C=NC=CC1CC1C(C2=CC(=C(C=C2C1)OC)OC)=O (2-[(3-acetyl-4-pyridyl)methyl]-5,6-dimethoxy-indan-1-one), CC1=C(CBr)C=CC=C1 (2-methylbenzyl bromide). Product: [Br-].C(C)(=O)C=1C=[N+](C=CC1CC1C(C2=CC(=C(C=C2C1)OC)OC)=O)CC1=C(C=CC=C1)C (2-[[3-acetyl-1-(o-tolylmethyl)pyridin-1-ium-4-yl]methyl]-5,6-dimethoxy-indan-1-one bromide). As a reaction SMILES: [C:1]([C:4]1[CH:5]=[N:6][CH:7]=[CH:8][C:9]=1[CH2:10][CH:11]1[CH2:19][C:18]2[C:13](=[CH:14][C:15]([O:22][CH3:23])=[C:16]([O:20][CH3:21])[CH:17]=2)[C:12]1=[O:24])(=[O:3])[CH3:2].[CH3:25][C:26]1[CH:33]=[CH:32][CH:31]=[CH:30][C:27]=1[CH2:28][Br:29]>>[Br-:29].[C:1]([C:4]1[CH:5]=[N+:6]([CH2:25][C:26]2[CH:33]=[CH:32][CH:31]=[CH:30][C:27]=2[CH3:28])[CH:7]=[CH:8][C:9]=1[CH2:10][CH:11]1[CH2:19][C:18]2[C:13](=[CH:14][C:15]([O:22][CH3:23])=[C:16]([O:20][CH3:21])[CH:17]=2)[C:12]1=[O:24])(=[O:3])[CH3:2] |f:2.3|. Procedure details: The title compound 142 is prepared according to the procedure reported in Example 38.1 with compound 32 (130.1 mg, 0.4 mmol) and 2-methylbenzyl bromide (90 μL, 0.68 mmol) as reactants. White solid. (Yield 130 mg, 63%). The reactants are BrC1=CC(=C(CSC=2N(C(=CN2)C(C)(C)C2=CC(=C(C=C2)Cl)OC)C2=CC=C(C=C2)F)C(=C1)F)F (2-(4-bromo-2,6-difluorobenzylthio)-5-(2-(4-chloro-3-methoxyphenyl)propan-2-yl)-1-(4-fluorophenyl)-1H-imidazole), CN(CC#C)C (N,N-dimethylprop-2-yn-1-amine), N1CCCC1 (pyrrolidine). The reagents and catalysts are C1=CC=C(C=C1)P([C-]2C=CC=C2)C3=CC=CC=C3.C1=CC=C(C=C1)P([C-]2C=CC=C2)C3=CC=CC=C3.Cl[Pd]Cl.[Fe+2] (PdCl2(dppf)2), [Cu]I (CuI). Run at temperature 80 celsius. The product is ClC1=C(C=C(C=C1)C(C)(C)C1=CN=C(N1C1=CC=C(C=C1)F)SCC1=C(C=C(C=C1F)C#CCN(C)C)F)OC (3-(4-((5-(2-(4-chloro-3-methoxyphenyl)propan-2-yl)-1-(4-fluorophenyl)-1H-imidazol-2-ylthio)methyl)-3,5-difluorophenyl)-N,N-dimethylprop-2-yn-1-amine). The yield is 94.8%. As a reaction SMILES: Br[C:2]1[CH:33]=[C:32]([F:34])[C:5]([CH2:6][S:7][C:8]2[N:9]([C:25]3[CH:30]=[CH:29][C:28]([F:31])=[CH:27][CH:26]=3)[C:10]([C:13]([C:16]3[CH:21]=[CH:20][C:19]([Cl:22])=[C:18]([O:23][CH3:24])[CH:17]=3)([CH3:15])[CH3:14])=[CH:11][N:12]=2)=[C:4]([F:35])[CH:3]=1.[CH3:36][N:37]([CH3:41])[CH2:38][C:39]#[CH:40].N1CCCC1>C1C=CC(P(C2C=CC=CC=2)[C-]2C=CC=C2)=CC=1.C1C=CC(P(C2C=CC=CC=2)[C-]2C=CC=C2)=CC=1.Cl[Pd]Cl.[Fe+2].[Cu]I>[Cl:22][C:19]1[CH:20]=[CH:21][C:16]([C:13]([C:10]2[N:9]([C:25]3[CH:30]=[CH:29][C:28]([F:31])=[CH:27][CH:26]=3)[C:8]([S:7][CH2:6][C:5]3[C:32]([F:34])=[CH:33][C:2]([C:40]#[C:39][CH2:38][N:37]([CH3:41])[CH3:36])=[CH:3][C:4]=3[F:35])=[N:12][CH:11]=2)([CH3:15])[CH3:14])=[CH:17][C:18]=1[O:23][CH3:24] |f:3.4.5.6|. Reported procedure: To a solution of 2-(4-bromo-2,6-difluorobenzylthio)-5-(2-(4-chloro-3-methoxyphenyl)propan-2-yl)-1-(4-fluorophenyl)-1H-imidazole (250 mg, 0.43 mmol, 1.0 eq), N,N-dimethylprop-2-yn-1-amine (0.07 mL, 0.64 mmol, 1.5 eq) and pyrrolidine (0.05 mL, 0.64 mmol, 1.5 eq) in dry, degassed DMF (2 mL) were added PdCl2(dppf)2 (16 mg, 0.022 mmol, 5 mol %) and CuI (8 mg, 0.043 mmol, 10 mol %). The reaction mixture was heated at 80° C. for 16 h, at which time LCMS showed complete consumption of starting material.... The reactants are FC(C1=CC=C(C=C1)/C=C/C=1OC=C(N1)COC1=CC=C(C=C1)CCCCN1C(=NC=C1)CCO)(F)F (2-[1-[4-[4-[[2-[(E)-2-[4-(trifluoromethyl)phenyl]ethenyl]-1,3-oxazol-4-yl]methoxy]phenyl]butyl]-1H-imidazol-2-yl]-1-ethanol), CS(=O)(=O)Cl (methanesulfonyl chloride), C[S-].[Na+] (sodium thiomethoxide). Run in C(C)N(CC)CC (triethylamine). The product is CSCCC=1N(C=CN1)CCCCC1=CC=C(OCC=2N=C(OC2)\C=C\C2=CC=C(C=C2)C(F)(F)F)C=C1 (4-[[4-[4-[2-[2-(methylsulfanyl)ethyl]-1H-imidazol-1-yl]butyl]phenoxy]methyl]-2-[(E)-2-[4-(trifluoromethyl)phenyl]ethenyl]-1,3-oxazole). Reaction SMILES: [F:1][C:2]([F:37])([F:36])[C:3]1[CH:8]=[CH:7][C:6](/[CH:9]=[CH:10]/[C:11]2[O:12][CH:13]=[C:14]([CH2:16][O:17][C:18]3[CH:23]=[CH:22][C:21]([CH2:24][CH2:25][CH2:26][CH2:27][N:28]4[CH:32]=[CH:31][N:30]=[C:29]4[CH2:33][CH2:34]O)=[CH:20][CH:19]=3)[N:15]=2)=[CH:5][CH:4]=1.[CH3:38][S:39](Cl)(=O)=O.C[S-].[Na+]>C(N(CC)CC)C>[CH3:38][S:39][CH2:34][CH2:33][C:29]1[N:28]([CH2:27][CH2:26][CH2:25][CH2:24][C:21]2[CH:22]=[CH:23][C:18]([O:17][CH2:16][C:14]3[N:15]=[C:11](/[CH:10]=[CH:9]/[C:6]4[CH:7]=[CH:8][C:3]([C:2]([F:37])([F:36])[F:1])=[CH:4][CH:5]=4)[O:12][CH:13]=3)=[CH:19][CH:20]=2)[CH:32]=[CH:31][N:30]=1 |f:2.3|. Procedure details: Using 2-[1-[4-[4-[[2-[(E)-2-[4-(trifluoromethyl)phenyl]ethenyl]-1,3-oxazol-4-yl]methoxy]phenyl]butyl]-1H-imidazol-2-yl]-1-ethanol (1.00 g), triethylamine (0.544 ml), methanesulfonyl chloride (0.182 ml) and sodium thiomethoxide (288 mg), the same reaction as Reference Example 6-(iii) was carried out to yield the titled compound (761 mg) as a colorless amorphous form. The reactants are O1COC2=C1C=CC(=C2)C(=O)O (benzo[d][1,3]dioxole-5-carboxylic acid), NC(CO)CCC (2-aminopentan-1-ol). The product is OCC(CCC)NC(=O)C1=CC2=C(OCO2)C=C1 (N-(1-hydroxypentan-2-yl)benzo[d][1,3]dioxole-5-carboxamide). Yield: 76.0%. Reaction SMILES: [O:1]1[C:5]2[CH:6]=[CH:7][C:8]([C:10]([OH:12])=O)=[CH:9][C:4]=2[O:3][CH2:2]1.[NH2:13][CH:14]([CH2:17][CH2:18][CH3:19])[CH2:15][OH:16]>>[OH:16][CH2:15][CH:14]([NH:13][C:10]([C:8]1[CH:7]=[CH:6][C:5]2[O:1][CH2:2][O:3][C:4]=2[CH:9]=1)=[O:12])[CH2:17][CH2:18][CH3:19]. Reported procedure: N-(1-hydroxypentan-2-yl)benzo[d][1,3]dioxole-5-carboxamide was prepared in a similar manner to example 4 using benzo[d][1,3]dioxole-5-carboxylic acid and 2-aminopentan-1-ol. Yield: 76%. MS (M+H, 252). Reactants: COC(=O)c1ccc(CBr)c(OC)c1, [H-], NC1(c2ccccc2Cl)C(=O)Nc2ccc(Cl)cc21, [Na+], CN(C)C=O, O. The product is COC(=O)c1ccc(CN2C(=O)C(N)(c3ccccc3Cl)c3cc(Cl)ccc32)c(OC)c1. RXN SMILES: [Br:22][CH2:23][c:24]1[c:25]([O:34][CH3:35])[cH:26][c:27]([C:28](=[O:29])[O:30][CH3:31])[cH:32][cH:33]1.[H-:20].[NH2:1][C:2]1([c:13]2[c:14]([Cl:19])[cH:15][cH:16][cH:17][cH:18]2)[C:3](=[O:12])[NH:4][c:5]2[cH:6][cH:7][c:8]([Cl:11])[cH:9][c:10]21.[Na+:21].[O:37]=[CH:38][N:39]([CH3:40])[CH3:41].[OH2:36]>>[NH2:1][C:2]1([c:13]2[c:14]([Cl:19])[cH:15][cH:16][cH:17][cH:18]2)[C:3](=[O:12])[N:4]([CH2:23][c:24]2[c:25]([O:34][CH3:35])[cH:26][c:27]([C:28](=[O:29])[O:30][CH3:31])[cH:32][cH:33]2)[c:5]2[cH:6][cH:7][c:8]([Cl:11])[cH:9][c:10]21. Starting materials: CCN(C(C)C)C(C)C, Cl, Cc1cccc(C(N)C(F)(F)F)n1, CN(C)C=O, O=C(O)c1cc(-c2cnn3cc(-c4cccnc4)cnc23)cs1. Product: Cc1cccc(C(NC(=O)c2cc(-c3cnn4cc(-c5cccnc5)cnc34)cs2)C(F)(F)F)n1. RXN SMILES: [CH:38]([N:39]([CH2:40][CH3:41])[CH:42]([CH3:43])[CH3:44])([CH3:45])[CH3:46].[ClH:1].[F:25][C:26]([CH:27]([NH2:28])[c:29]1[n:30][c:31]([CH3:35])[cH:32][cH:33][cH:34]1)([F:36])[F:37].[O:47]=[CH:48][N:49]([CH3:50])[CH3:51].[n:2]1[cH:3][c:4](-[c:8]2[cH:9][n:10][c:11]3[n:12]([cH:13]2)[n:14][cH:15][c:16]3-[c:17]2[cH:18][c:19]([C:22](=[O:23])[OH:24])[s:20][cH:21]2)[cH:5][cH:6][cH:7]1>>[n:2]1[cH:3][c:4](-[c:8]2[cH:9][n:10][c:11]3[n:12]([cH:13]2)[n:14][cH:15][c:16]3-[c:17]2[cH:18][c:19]([C:22](=[O:24])[NH:28][CH:27]([C:26]([F:25])([F:36])[F:37])[c:29]3[n:30][c:31]([CH3:35])[cH:32][cH:33][cH:34]3)[s:20][cH:21]2)[cH:5][cH:6][cH:7]1. Reactants: Serotonin hydrochloride hemihydrate, FC(C1=CC=C(C=C1)NC(CCCC(C)=O)=O)(F)F (N-[4-(trifluoromethyl)phenyl]-5-oxo-hexanamide), C(C)O (ethanol), Cl (hydrochloric acid), C(#N)[BH3-].[Na+] (sodium cyanoborohydride), C([O-])(O)=O.[Na+] (sodium bicarbonate). Solvent: CO (methanol), O (water), O (water). Run at temperature 23 celsius, time 66 hour. The product is Cl.OC=1C=C2C(=CNC2=CC1)CCNC(CCCC(=O)NC1=CC=C(C=C1)C(F)(F)F)C (5-[[2-(5-Hydroxy-1H-indol-3-yl)ethyl]amino]-N-[4-(trifluoromethyl)phenyl]-hexanamide, monohydrochloride). Reaction SMILES: [F:1][C:2]([F:19])([F:18])[C:3]1[CH:8]=[CH:7][C:6]([NH:9][C:10](=[O:17])[CH2:11][CH2:12][CH2:13][C:14](=O)[CH3:15])=[CH:5][CH:4]=1.[C:20]([BH3-])#[N:21].[Na+].[C:24](=[O:27])(O)[O-].[Na+].[ClH:29].[CH2:30](O)[CH3:31]>CO.O>[ClH:29].[OH:27][C:24]1[CH:4]=[C:5]2[C:6](=[CH:7][CH:8]=1)[NH:9][CH:10]=[C:30]2[CH2:31][CH2:20][NH:21][CH:14]([CH3:15])[CH2:13][CH2:12][CH2:11][C:10]([NH:9][C:6]1[CH:7]=[CH:8][C:3]([C:2]([F:19])([F:18])[F:1])=[CH:4][CH:5]=1)=[O:17] |f:1.2,3.4,9.10|. Reported procedure: Serotonin hydrochloride hemihydrate (200 mg) and N-[4-(trifluoromethyl)phenyl]-5-oxo-hexanamide (246 mg) were stirred under nitrogen in methanol (8 mL) and treated with sodium cyanoborohydride (85 mg). After stirring 66 hours at 23° C., sodium bicarbonate (250 mg) and water (5 mL) were added. Thirty minutes later, the reaction was diluted with water (50 mL) and extracted with 1:4 2-propanol:dichloromethane (40 mL, 40 mL, 20 mL) and the extracts dried (Na2SO4) and concentrated in vacuo to an oil.... The reactants are [N+](=O)([O-])C=1C=CC(=C(C(=O)O)C1)N1CCCC1 (5-nitro-2-(1-pyrrolidinyl)benzoic acid). The reagents and catalysts are [Pd] (palladium on carbon). The solvent is C(C)O (ethanol). Product: NC=1C=CC(=C(C(=O)O)C1)N1CCCC1 (5-amino-2-(1-pyrrolidinyl)benzoic acid). Reaction SMILES: [N+:1]([C:4]1[CH:5]=[CH:6][C:7]([N:13]2[CH2:17][CH2:16][CH2:15][CH2:14]2)=[C:8]([CH:12]=1)[C:9]([OH:11])=[O:10])([O-])=O>C(O)C.[Pd]>[NH2:1][C:4]1[CH:5]=[CH:6][C:7]([N:13]2[CH2:17][CH2:16][CH2:15][CH2:14]2)=[C:8]([CH:12]=1)[C:9]([OH:11])=[O:10]. Procedure details: 20.1 Grams 2-chloro-5-nitrobenzoic acid was added in portions to 100 ml pyrrolidine. A cooling bath was applied as necessary during the addition. After the addition was complete, the reaction was heated on a steam bath for three hours, cooled, poured into ice water and made acidic with concentrated HCl until precipitation of product was complete. Recrystallization from ethanol gave 19.4 grams 5-nitro-2-(1-pyrrolidinyl)benzoic acid. m.p. = 224°-266° C dec. The nitro compound was reduced catalytic... Reactants: CN1C(=C(C2=CC(=CC=C12)C1=CC=C(C=C1)O)CCCCC)C1=CC=CC=C1 (4-(1-methyl-3-pentyl-2-phenyl-1H-indol-5-yl)-phenol), C(=O)([O-])[O-].[K+].[K+] (K2CO3), BrCC(=O)OC (methyl bromoacetate). Solvent: CC(=O)C (acetone). The product is COC(COC1=CC=C(C=C1)C=1C=C2C(=C(N(C2=CC1)C)C1=CC=CC=C1)CCCCC)=O ([4-(1-Methyl-3-pentyl-2-phenyl-1H-indol-5-yl)-phenoxy]-acetic acid methyl ester), product. Yield: 84.9%. As a reaction SMILES: [CH3:1][N:2]1[C:10]2[C:5](=[CH:6][C:7]([C:11]3[CH:16]=[CH:15][C:14]([OH:17])=[CH:13][CH:12]=3)=[CH:8][CH:9]=2)[C:4]([CH2:18][CH2:19][CH2:20][CH2:21][CH3:22])=[C:3]1[C:23]1[CH:28]=[CH:27][CH:26]=[CH:25][CH:24]=1.C([O-])([O-])=O.[K+].[K+].Br[CH2:36][C:37]([O:39][CH3:40])=[O:38]>CC(C)=O>[CH3:40][O:39][C:37](=[O:38])[CH2:36][O:17][C:14]1[CH:15]=[CH:16][C:11]([C:7]2[CH:6]=[C:5]3[C:10](=[CH:9][CH:8]=2)[N:2]([CH3:1])[C:3]([C:23]2[CH:24]=[CH:25][CH:26]=[CH:27][CH:28]=2)=[C:4]3[CH2:18][CH2:19][CH2:20][CH2:21][CH3:22])=[CH:12][CH:13]=1 |f:1.2.3|. Reported procedure: The desired product was prepared using a procedure similar to step 1 of example 4. Thus, 4-(1-methyl-3-pentyl-2-phenyl-1H-indol-5-yl)-phenol (0.180 g, 0.491 mmol) was reacted with K2CO3 (0.088 g, 0.639 mmol) and methyl bromoacetate (0.098 g, 0.639 mmol) in acetone (5 ml) to give the product (0.184 g, 0.417 mmol, 85%) as a viscous oil. 1H NMR (DMSO-d6) δ 0.76 (t, J=7.2 Hz, 3H), 1.15-1.22 (m, 4H), 1.51-1.56 (m, 2H), 2.65 (t, J=7.3 Hz, 2H), 3.56 (s, 3H), 3.71 (s, 3H), 4.83 (s, 2H), 7.01 (d, J=8.6 H... The reactants are [Na+].N1(CCN(CCN(CCNCC1)CC(=O)[O-])CC(=O)[O-])CC(=O)[O-].[Na+].[Na+] (1,4,7,10-tetraazacyclododecane-1,4,7-triacetic acid sodium salt), C1C(C)O1 (propylene oxide), [Gd] (gadolinium). The product is CC(CN1CCN(CCN(CCN(CC1)CC(=O)[O-])CC(=O)[O-])CC(=O)[O-])O.[Gd+3] (Gadoteridol). RXN SMILES: [Na+].[N:2]1([CH2:22][C:23]([O-:25])=[O:24])[CH2:13][CH2:12][NH:11][CH2:10][CH2:9][N:8]([CH2:14][C:15]([O-:17])=[O:16])[CH2:7][CH2:6][N:5]([CH2:18][C:19]([O-:21])=[O:20])[CH2:4][CH2:3]1.[Na+].[Na+].[CH2:28]1[O:31][CH:29]1[CH3:30].[Gd:32]>>[CH3:28][CH:29]([OH:31])[CH2:30][N:11]1[CH2:10][CH2:9][N:8]([CH2:14][C:15]([O-:17])=[O:16])[CH2:7][CH2:6][N:5]([CH2:18][C:19]([O-:21])=[O:20])[CH2:4][CH2:3][N:2]([CH2:22][C:23]([O-:25])=[O:24])[CH2:13][CH2:12]1.[Gd+3:32] |f:0.1.2.3,6.7|. Reported procedure: The solution of 1,4,7,10-tetraazacyclododecane-1,4,7-triacetic acid sodium salt is directly reacted, as described in EP 292689, with propylene oxide to give the alkylated product, which can easily be complexed with gadolinium to give the final Gadoteridol.